The task is: describe an organic reaction: reactants, conditions, products, and yield. This data is from the Open Reaction Database (ORD), a public repository of structured organic reaction records. The reactants are NC1=CC=C(C=C1)C (p-toluidine), ClC(C(O)O)(Cl)Cl (chloral hydrate), Cl.NO (hydroxylamine hydrochloride), S(=O)(=O)([O-])[O-].[Na+].[Na+] (sodium sulphate). Run in Cl (HCl), O (water). Conditions: time 2 hour. Product: ON=CC(=O)NC1=CC=C(C=C1)C (2-Hydroxyimino-N-p-tolyl-acetamide). Reaction SMILES: Cl[C:2](Cl)(Cl)[CH:3]([OH:5])O.Cl.[NH2:9][OH:10].S([O-])([O-])(=O)=O.[Na+].[Na+].[NH2:18][C:19]1[CH:24]=[CH:23][C:22]([CH3:25])=[CH:21][CH:20]=1>O.Cl>[OH:10][N:9]=[CH:2][C:3]([NH:18][C:19]1[CH:24]=[CH:23][C:22]([CH3:25])=[CH:21][CH:20]=1)=[O:5] |f:1.2,3.4.5|. Reported procedure: A solution of chloral hydrate (38 g, 0.223 mol), hydroxylamine hydrochloride (41 g, 0.594 mol) and sodium sulphate (40 g, 0.281 mol) in water (800 mL) was heated to 90° C. To this mixture was added a solution of p-toluidine (20 g, 0.1866 mol) in conc. HCl (30 mL) The resulting mixture was stirred for another 2 h. After the reaction is completed, the reaction mixture was cooled to room temperature, the precipitate was filtered and washed with water (100 mL). The solid was dried in a vacuum oven t...